The task is: describe an organic reaction: reactants, conditions, products, and yield. This data is from the Open Reaction Database (ORD), a public repository of structured organic reaction records. The reactants are C(C)(=O)OC1=C(C=C(C=C1)CCOS(=O)(=O)C1=CC=C(C=C1)C)OC (2-methoxy-4-(2-{[(4-methylphenyl)sulfonyl]oxy}ethyl)phenyl acetate), C(C)(=O)OC1=C(C=C(C=C1)CCO)OC (4-(2-hydroxyethyl)-2-methoxyphenyl acetate), [I-].[Na+] (sodium iodide). Solvent: CC(=O)C (acetone). Reaction conditions: time 8 hour. The product is C(C)(=O)OC1=C(C=C(C=C1)CCI)OC (4-(2-iodoethyl)-2-methoxyphenyl acetate). As a reaction SMILES: [C:1]([O:4][C:5]1[CH:10]=[CH:9][C:8]([CH2:11][CH2:12]OS(C2C=CC(C)=CC=2)(=O)=O)=[CH:7][C:6]=1[O:24][CH3:25])(=[O:3])[CH3:2].C(OC1C=CC(CCO)=CC=1OC)(=O)C.[I-:41].[Na+]>CC(C)=O>[C:1]([O:4][C:5]1[CH:10]=[CH:9][C:8]([CH2:11][CH2:12][I:41])=[CH:7][C:6]=1[O:24][CH3:25])(=[O:3])[CH3:2] |f:2.3|. Procedure details: A 6:4 mixture of 2-methoxy-4-(2-{[(4-methylphenyl)sulfonyl]oxy}ethyl)phenyl acetate and 4-(2-hydroxyethyl)-2-methoxyphenyl acetate (1.57 g, 4.31 mmol) and sodium iodide (0.706 mL, 17.2 mmol) in dry acetone (28 mL) was stirred at room temperature overnight with protection from light. The acetone was removed in vacuo and the residue was triturated with toluene and filtered through a plug of Celite to remove insoluble inorganic material. The filtrate was concentrated in vacuo to afford the crude pr... Starting materials: C(C1=CC=CC=C1)OC1=CC=C(C=C1)C=1OC2=C(C=NC(=C2)OC[C@H](C)NC(C)=O)N1 (N-((2S)-1-((2-(4-(benzyloxy)phenyl)[1,3]oxazolo[4,5-c]pyridin-6-yl)oxy)propan-2-yl)acetamide), FC1(CC1)CO ((1-fluorocyclopropyl)methanol). Yields the product FC1(CC1)COC1=CC=C(C=C1)C=1OC2=C(C=NC(=C2)OC[C@H](C)NC(C)=O)N1 (N-((2S)-1-((2-(4-((1-fluorocyclopropyl)methoxy)phenyl) [1,3]oxazolo[4,5-c]pyridin-6-yl)oxy)propan-2-yl)acetamide). As a reaction SMILES: [CH2:1]([O:8][C:9]1[CH:14]=[CH:13][C:12]([C:15]2[O:16][C:17]3[CH:22]=[C:21]([O:23][CH2:24][C@@H:25]([NH:27][C:28](=[O:30])[CH3:29])[CH3:26])[N:20]=[CH:19][C:18]=3[N:31]=2)=[CH:11][CH:10]=1)[C:2]1[CH:7]=CC=C[CH:3]=1.[F:32]C1(CO)CC1>>[F:32][C:2]1([CH2:1][O:8][C:9]2[CH:14]=[CH:13][C:12]([C:15]3[O:16][C:17]4[CH:22]=[C:21]([O:23][CH2:24][C@@H:25]([NH:27][C:28](=[O:30])[CH3:29])[CH3:26])[N:20]=[CH:19][C:18]=4[N:31]=3)=[CH:11][CH:10]=2)[CH2:3][CH2:7]1. Procedure details: Using N-((2S)-1-((2-(4-(benzyloxy)phenyl)[1,3]oxazolo[4,5-c]pyridin-6-yl)oxy)propan-2-yl)acetamide and (1-fluorocyclopropyl)methanol, and in the same manner as in Step A and Step B of Example 4, the title compound was obtained.